From a dataset of the Open Reaction Database (ORD), a public repository of structured organic reaction records. describe an organic reaction: reactants, conditions, products, and yield The reactants are CS(=O)(=O)Cl, ClC(Cl)Cl, CC1=C(c2ccc(F)cc2)c2ccc(N)cc2OC1(C)C, c1ccncc1. The product is CC1=C(c2ccc(F)cc2)c2ccc(NS(C)(=O)=O)cc2OC1(C)C. RXN SMILES: [CH3:7][S:8]([Cl:9])(=[O:10])=[O:11].[CH:33]([Cl:34])([Cl:35])[Cl:36].[F:12][c:13]1[cH:14][cH:15][c:16]([C:19]2=[C:20]([CH3:32])[C:21]([CH3:30])([CH3:31])[O:22][c:23]3[cH:24][c:25]([NH2:29])[cH:26][cH:27][c:28]32)[cH:17][cH:18]1.[cH:1]1[cH:2][cH:3][n:4][cH:5][cH:6]1>>[CH3:7][S:8](=[O:10])(=[O:11])[NH:29][c:25]1[cH:24][c:23]2[c:28]([cH:27][cH:26]1)[C:19]([c:16]1[cH:15][cH:14][c:13]([F:12])[cH:18][cH:17]1)=[C:20]([CH3:32])[C:21]([CH3:30])([CH3:31])[O:22]2. Reactants: [BH4-], CO, [Na+], O=Cc1cccc(OCCCCc2ccccc2)c1. Yields the product OCc1cccc(OCCCCc2ccccc2)c1. RXN SMILES: [BH4-:1].[CH3:22][OH:23].[Na+:2].[c:3]1([CH2:9][CH2:10][CH2:11][CH2:12][O:13][c:14]2[cH:15][c:16]([CH:17]=[O:18])[cH:19][cH:20][cH:21]2)[cH:4][cH:5][cH:6][cH:7][cH:8]1>>[c:3]1([CH2:9][CH2:10][CH2:11][CH2:12][O:13][c:14]2[cH:15][c:16]([CH2:17][OH:18])[cH:19][cH:20][cH:21]2)[cH:4][cH:5][cH:6][cH:7][cH:8]1.